This data is from the Open Reaction Database (ORD), a public repository of structured organic reaction records. The task is: describe an organic reaction: reactants, conditions, products, and yield Reactants: CC#CCOc1ccc(S(=O)(=O)Cl)cc1, CN, ClCCl, O. The product is CC#CCOc1ccc(S(=O)(=O)NC)cc1. As a reaction SMILES: [CH2:3]([C:4]#[C:5][CH3:6])[O:7][c:8]1[cH:9][cH:10][c:11]([S:14](=[O:15])(=[O:16])[Cl:17])[cH:12][cH:13]1.[CH3:1][NH2:2].[Cl:19][CH2:20][Cl:21].[OH2:18]>>[CH3:1][NH:2][S:14]([c:11]1[cH:10][cH:9][c:8]([O:7][CH2:3][C:4]#[C:5][CH3:6])[cH:13][cH:12]1)(=[O:15])=[O:16].